Dataset: the Open Reaction Database (ORD), a public repository of structured organic reaction records. Task: describe an organic reaction: reactants, conditions, products, and yield Reactants: BrC1=CC=C(C=C1)NN=C(C1=C(C=CC=C1F)Cl)Cl (N-(4-bromophenyl)-2-chloro-6-fluorobenzenecarbohydrazonoyl chloride), N (ammonia). Solvent: C1CCOC1 (THF). Reaction conditions: temperature 2.5 celsius, time 2.5 hour. The product is BrC1=CC=C(C=C1)NN=C(N)C1=C(C=CC=C1F)Cl (N′-(4-bromophenyl)-2-chloro-6-fluorobenzenecarbo hydrazonamide). RXN SMILES: [Br:1][C:2]1[CH:7]=[CH:6][C:5]([NH:8][N:9]=[C:10](Cl)[C:11]2[C:16]([F:17])=[CH:15][CH:14]=[CH:13][C:12]=2[Cl:18])=[CH:4][CH:3]=1.[NH3:20]>C1COCC1>[Br:1][C:2]1[CH:7]=[CH:6][C:5]([NH:8][N:9]=[C:10]([C:11]2[C:16]([F:17])=[CH:15][CH:14]=[CH:13][C:12]=2[Cl:18])[NH2:20])=[CH:4][CH:3]=1. Procedure: To a cold solution of N-(4-bromophenyl)-2-chloro-6-fluorobenzenecarbohydrazonoyl chloride (0.070 g, 0.267 mmol) in dry THF was added aq. ammonia. The reaction mass was stirred at 0-5° C. for 2-3 h. The reaction mass was quenched in water, neutralized with dilute acetic acid and extracted with DCM. The organic layer was dried over anhydrous sodium sulphate and concentrated to afford 0.040 g of the desired product. 1H NMR (300 MHz, DMSO d6): δ 6.29 (br s, 2H), 6.80 (d, J=8.4 Hz, 2H), 7.24 (d, J=9.... The reactants are C(C)C1=CC(=CC(O1)=O)OC (6-ethyl-4-methoxy-2H-pyran-2-one), COC(=O)C#CC(=O)OC (dimethylacetylenedicarboxylate). Run in ClCCl (dichloromethane). Conditions: time 3 hour. Product: COC(C=1C(C(=O)OC)=C(C=C(C1)OC)CC)=O (3-Ethyl-5-methoxyphthalic acid dimethylester). The yield is 66.6%. Reaction SMILES: [CH2:1]([C:3]1OC(=O)[CH:6]=[C:5]([O:10][CH3:11])[CH:4]=1)[CH3:2].[CH3:12][O:13][C:14]([C:16]#[C:17][C:18]([O:20][CH3:21])=[O:19])=[O:15]>ClCCl>[CH3:12][O:13][C:14](=[O:15])[C:16]1[C:17](=[C:3]([CH2:1][CH3:2])[CH:4]=[C:5]([O:10][CH3:11])[CH:6]=1)[C:18]([O:20][CH3:21])=[O:19]. Procedure details: The following is based on the procedure described in Tam, T. F. and Coles P., Synthesis, 383 (1988). 6-ethyl-4-methoxy-2H-pyran-2-one (40.5 g, 263 mmol) was placed in a 500 mL round bottom flask and dimethylacetylenedicarboxylate (42 mL, 342 mmol) was added. This mixture was stirred until the solid completely dissolved. The flask was fitted with a water condenser and placed in a preheated oil bath at 180° C. for 3 hours. The reaction was allowed to cool to room temperature, diluted with dichloro... Reactants: CCCI, CN(C)C=O, [H-], [Na+], O, O=C1Nc2ccccc2Nc2cscc21. Product: CCCN1C(=O)c2cscc2Nc2ccccc21. As a reaction SMILES: [CH2:23]([CH2:24][CH3:25])[I:26].[CH3:18][N:19]([CH3:20])[CH:21]=[O:22].[H-:16].[Na+:17].[OH2:27].[cH:1]1[s:2][cH:3][c:4]2[c:10]1[C:9](=[O:11])[NH:8][c:7]1[c:6]([cH:15][cH:14][cH:13][cH:12]1)[NH:5]2>>[cH:1]1[s:2][cH:3][c:4]2[c:10]1[C:9](=[O:11])[N:8]([CH2:23][CH2:24][CH3:25])[c:7]1[c:6]([cH:15][cH:14][cH:13][cH:12]1)[NH:5]2. Reactants: CS(=O)C (dimethylsulfoxide), CC(C)([O-])C.[K+] (potassium t-butoxide), SC=1NC2=C(N1)C=CC=C2 (2-mercaptobenzimidazole), C(C)(=O)OCC1=NC=C(C(=C1C)OCC1COC(OC1)(C)C)C ((4-((2,2-dimethyl-1,3-dioxan-5-yl)methoxy)-3,5-dimethylpyridin-2-yl)methyl acetate). Solvent: C1(=CC=CC=C1)C (toluene). Reaction conditions: temperature 150 celsius, time 10 minute. Yields the product CC1(OCC(CO1)COC1=C(C(=NC=C1C)CSC1=NC2=C(N1)C=CC=C2)C)C (2-(((4-((2,2-dimethyl-1,3-dioxan-5-yl)methoxy)-3,5-dimethylpyridin-2-yl)methyl)thio)-1H-benzimidazole). Yield: 68.8%. RXN SMILES: CS(C)=O.CC(C)([O-])C.[K+].[SH:11][C:12]1[NH:13][C:14]2[CH:20]=[CH:19][CH:18]=[CH:17][C:15]=2[N:16]=1.C(O[CH2:25][C:26]1[C:31]([CH3:32])=[C:30]([O:33][CH2:34][CH:35]2[CH2:40][O:39][C:38]([CH3:42])([CH3:41])[O:37][CH2:36]2)[C:29]([CH3:43])=[CH:28][N:27]=1)(=O)C>C1(C)C=CC=CC=1>[CH3:41][C:38]1([CH3:42])[O:39][CH2:40][CH:35]([CH2:34][O:33][C:30]2[C:29]([CH3:43])=[CH:28][N:27]=[C:26]([CH2:25][S:11][C:12]3[NH:16][C:15]4[CH:17]=[CH:18][CH:19]=[CH:20][C:14]=4[N:13]=3)[C:31]=2[CH3:32])[CH2:36][O:37]1 |f:1.2|. Procedure details: To a dimethylsulfoxide (10 ml) solution of potassium t-butoxide (262 mg, 2.33 mmol) and 2-mercaptobenzimidazole (349 mg, 2.33 mmol), (4-((2,2-dimethyl-1,3-dioxan-5-yl)methoxy)-3,5-dimethylpyridin-2-yl)methyl acetate (500 mg, 1.55 mmol) was added and the mixture was stirred in a nitrogen atmosphere at 150° C. for 3 hours and 10 minutes. After cooled to room temperature, the reaction mixture was diluted with toluene and washed with a diluted aqueous sodium hydroxide solution and a saturated saline... Starting materials: Br, CCOCCn1c(N2CCCNCC2)nc2ccccc21, CO, ClCCl, Cl, [Na+], C1COCCO1, [OH-], O. The product is OCCn1c(N2CCCNCC2)nc2ccccc21. RXN SMILES: [BrH:22].[CH2:1]([CH3:2])[O:3][CH2:4][CH2:5][n:6]1[c:7]([N:15]2[CH2:16][CH2:17][NH:18][CH2:19][CH2:20][CH2:21]2)[n:8][c:9]2[c:10]1[cH:11][cH:12][cH:13][cH:14]2.[CH3:36][OH:37].[Cl:33][CH2:34][Cl:35].[ClH:25].[Na+:24].[O:27]1[CH2:28][CH2:29][O:30][CH2:31][CH2:32]1.[OH-:23].[OH2:26]>>[OH:3][CH2:4][CH2:5][n:6]1[c:7]([N:15]2[CH2:16][CH2:17][NH:18][CH2:19][CH2:20][CH2:21]2)[n:8][c:9]2[c:10]1[cH:11][cH:12][cH:13][cH:14]2. As a reaction SMILES: [CH2:20]1[NH:21][CH2:22][c:23]2[cH:24][cH:25][cH:26][cH:27][c:28]21.[CH3:1][N:2]1[CH2:3][c:4]2[c:5]([n:6]([CH2:14][C:15](=[O:16])[OH:17])[c:7]3[cH:8][cH:9][c:10]([CH3:13])[cH:11][c:12]23)[CH2:18][CH2:19]1.[CH3:44][N:45]([c:46]1[cH:47][cH:48][n:49][cH:50][cH:51]1)[CH3:52].[CH:29]1([N:30]=[C:31]=[N:32][CH:33]2[CH2:34][CH2:35][CH2:36][CH2:37][CH2:38]2)[CH2:39][CH2:40][CH2:41][CH2:42][CH2:43]1.[Cl:53][CH2:54][Cl:55]>>[CH3:1][N:2]1[CH2:3][c:4]2[c:5]([n:6]([CH2:14][C:15](=[O:17])[N:21]3[CH2:20][c:28]4[c:23]([cH:24][cH:25][cH:26][cH:27]4)[CH2:22]3)[c:7]3[cH:8][cH:9][c:10]([CH3:13])[cH:11][c:12]23)[CH2:18][CH2:19]1. Yields the product Cc1ccc2c(c1)c1c(n2CC(=O)N2Cc3ccccc3C2)CCN(C)C1. Reactants: c1ccc2c(c1)CNC2, Cc1ccc2c(c1)c1c(n2CC(=O)O)CCN(C)C1, CN(C)c1ccncc1, C(=NC1CCCCC1)=NC1CCCCC1, ClCCl. Reactants: C(C)N(CCN1C(C(C2=C(C=C(C=C12)I)C(F)(F)F)(C1=CC=CC=C1)O)=O)CC (1-(2-diethylaminoethyl)-4-trifluoromethyl-6-iodo-3-hydroxy-3-(phenyl)oxindole), O1CCN(CC1)C(=O)CCC#C (4-morpholinocarbonyl-1-butyne). Product: C(C)N(CCN1C(C(C2=C(C=C(C=C12)C#CCCC(=O)N1CCOCC1)C(F)(F)F)(C1=CC=CC=C1)O)=O)CC (1-(2-Diethylaminoethyl)-4-trifluoromethyl-6-(4-morpholinocarbonyl-1-butynyl)-3-hydroxy-3-(phenyl)oxindole). The yield is 106.0%. RXN SMILES: [CH2:1]([N:3]([CH2:28][CH3:29])[CH2:4][CH2:5][N:6]1[C:14]2[C:9](=[C:10]([C:16]([F:19])([F:18])[F:17])[CH:11]=[C:12](I)[CH:13]=2)[C:8]([OH:26])([C:20]2[CH:25]=[CH:24][CH:23]=[CH:22][CH:21]=2)[C:7]1=[O:27])[CH3:2].[O:30]1[CH2:35][CH2:34][N:33]([C:36]([CH2:38][CH2:39][C:40]#[CH:41])=[O:37])[CH2:32][CH2:31]1>>[CH2:1]([N:3]([CH2:28][CH3:29])[CH2:4][CH2:5][N:6]1[C:14]2[C:9](=[C:10]([C:16]([F:19])([F:18])[F:17])[CH:11]=[C:12]([C:41]#[C:40][CH2:39][CH2:38][C:36]([N:33]3[CH2:34][CH2:35][O:30][CH2:31][CH2:32]3)=[O:37])[CH:13]=2)[C:8]([OH:26])([C:20]2[CH:25]=[CH:24][CH:23]=[CH:22][CH:21]=2)[C:7]1=[O:27])[CH3:2]. Procedure: The title compound (65.2 mg, 88%) was prepared from 1-(2-diethylaminoethyl)-4-trifluoromethyl-6-iodo-3-hydroxy-3-(phenyl)oxindole (57.2 mg) and 4-morpholinocarbonyl-1-butyne (31.1 mg) by the procedure similar to that described in Reference Example 21. The compound obtained was further purified by reverse phase HPLC with water-acetonitrile-trifluoroacetic acid. Starting materials: saturated aqueous solution, S([O-])(O)=O.[Na+] (sodium bisulfite), C(C1=CC=CC=C1)OC1=C(C=C(C=O)C=C1)CC (4-benzyloxy-3-ethylbenzaldehyde), S(=O)(=O)([O-])OOS(=O)(=O)[O-].[NH4+].[NH4+] (ammonium persulfate), C(=O)O (formic acid), C(C)(=O)OC(C)=O (acetic anhydride), P(O)(O)(O)=O (phosphoric acid), C1(=CC=C(C=C1)S(=O)(=O)O)C (p-toluenesulfonic acid). Solvent: C1(=CC=CC=C1)C (toluene), O (water). Conditions: time 20 hour. The product is C(C1=CC=CC=C1)OC1=C(C=C(C=C1)O)CC (4-benzyloxy-3-ethylphenol). RXN SMILES: [CH2:1]([O:8][C:9]1[CH:16]=[CH:15][C:12](C=O)=[CH:11][C:10]=1[CH2:17][CH3:18])[C:2]1[CH:7]=[CH:6][CH:5]=[CH:4][CH:3]=1.S(OOS([O-])(=O)=O)([O-])(=O)=[O:20].[NH4+].[NH4+].C(O)=O.C(OC(=O)C)(=O)C.P(=O)(O)(O)O.C1(C)C=CC(S(O)(=O)=O)=CC=1.S(=O)(O)[O-].[Na+]>O.C1(C)C=CC=CC=1>[CH2:1]([O:8][C:9]1[CH:16]=[CH:15][C:12]([OH:20])=[CH:11][C:10]=1[CH2:17][CH3:18])[C:2]1[CH:7]=[CH:6][CH:5]=[CH:4][CH:3]=1 |f:1.2.3,8.9|. Procedure details: To a reactor were charged 2.50 g (10 mmol) of 4-benzyloxy-3-ethylbenzaldehyde obtained in Step 3, 3.09 g (14 mmol) of ammonium persulfate, 0.96 g (21 mmol) of formic acid, 0.40 g (4.0 mol) of acetic anhydride, and 15 g of toluene, here was added aqueous solution of phosphoric acid dropwise at 60° C., and the mixture was stirred for 20 hours. After the reaction mixture was cooled to ambient temperature, 0.094 g (0.30 mmol) of p-toluenesulfonic acid dissolved in water was added dropwise, and the m... Starting materials: MnCl2, CCC(CC)COC(C1=CC=CC=C1)(C2=CC=CC=C2)C(=O)N(C)CC[NH+](C)C.[Cl-] (X-100), O=C[C@@H](O)[C@H](O)[C@H](O)[C@@H](O)C (fucose), C(=O)[O-] (formate), [As]([O-])(=O)(C)C.[Na+] (sodium cacodylate), P(O)(=O)(OP(=O)(O)OP(=O)(O)O)OC[C@@H]1[C@H]([C@H]([C@@H](O1)N1C=NC=2C(N)=NC=NC12)O)O (ATP), 14C-fucose. Reaction conditions: time 1 hour. The product is C(C)(=O)N[C@H]1C(O)O[C@@H]([C@H]([C@@H]1O)O[C@H]1[C@H](O)[C@@H](O)[C@@H](O)[C@H](O1)CO)CO (N-acetyllactosamine). Reaction SMILES: CCC([CH2:6][O:7]C(C(N(CC[NH+](C)C)C)=O)(C1C=CC=CC=1)C1C=CC=CC=1)CC.[Cl-].[As](C)(C)(=O)[O-].[Na+].P([O:49][CH2:50][C@H:51]1[O:55][C@@H:54]([N:56]2[C:65]3N=CN=C(N)[C:59]=3N=C2)[C@H:53]([OH:66])[C@@H:52]1[OH:67])(OP(OP(O)(O)=O)(O)=O)(=O)O.[O:68]=[CH:69][C@H:70]([C@@H:72]([C@@H:74]([C@H:76]([CH3:78])[OH:77])[OH:75])[OH:73])[OH:71].C([O-])=[O:80]>>[C:65]([NH:56][C@@H:54]1[C@@H:53]([OH:66])[C@H:52]([O:67][C@@H:78]2[O:71][C@H:70]([CH2:69][OH:68])[C@H:72]([OH:73])[C@H:74]([OH:75])[C@H:76]2[OH:77])[C@@H:51]([CH2:50][OH:49])[O:55][CH:6]1[OH:7])(=[O:80])[CH3:59] |f:0.1,2.3|. Reported procedure: Fucosyltransferase assays. Cell extracts containing 1% Triton X-100 were prepared from transfected COS-1 cells. Fucosyltransferase assays were performed in a total volume of 20 μl , and contained 50 mM sodium cacodylate, pH 6.2, 5 mM ATP, 10 mM fucose, 20 mM MnCl2, 3 μM GDP-14C-fucose, and 5 μl (30 μg protein) of cell extract. Acceptor substrates were added to a final concentration of 20 mM. Reactions were incubated at 37° C. for 1 hour and terminated by addition of 20 μl ethanol, followed by ad...